From a dataset of the Open Reaction Database (ORD), a public repository of structured organic reaction records. describe an organic reaction: reactants, conditions, products, and yield Starting materials: ClC=1C=C(CN2C(=C(C3=CC=CC=C23)CC2=CC=CC=C2)C(=S)OCC)C=CC1Cl (Ethyl N-(3,4-dichlorobenzyl)-3-benzylthioindole-2-carboxylate), [OH-].[Na+] (sodium hydroxide). The solvent is C1CCOC1.CO (THF methanol). Run at time 16 hour. The product is ClC=1C=C(CN2C(=C(C3=CC=CC=C23)CC2=CC=CC=C2)C(=S)O)C=CC1Cl (N-(3,4-Dichlorobenzyl)-3-benzylthioindole-2-carboxylic acid). Yield: 28.2%. Reaction SMILES: [Cl:1][C:2]1[CH:3]=[C:4]([CH:27]=[CH:28][C:29]=1[Cl:30])[CH2:5][N:6]1[C:14]2[C:9](=[CH:10][CH:11]=[CH:12][CH:13]=2)[C:8]([CH2:15][C:16]2[CH:21]=[CH:20][CH:19]=[CH:18][CH:17]=2)=[C:7]1[C:22]([O:24]CC)=[S:23].[OH-].[Na+]>C1COCC1.CO>[Cl:1][C:2]1[CH:3]=[C:4]([CH:27]=[CH:28][C:29]=1[Cl:30])[CH2:5][N:6]1[C:14]2[C:9](=[CH:10][CH:11]=[CH:12][CH:13]=2)[C:8]([CH2:15][C:16]2[CH:21]=[CH:20][CH:19]=[CH:18][CH:17]=2)=[C:7]1[C:22]([OH:24])=[S:23] |f:1.2,3.4|. Procedure: Ethyl N-(3,4-dichlorobenzyl)-3-benzylthioindole-2-carboxylate (0.31 g) was dissolved in THF/methanol (1:1) and sodium hydroxide (2M, 2.0 ml) was added and the reaction stirred for 16 hours. The reaction was then concentrated in vacuo and the residue dissolved in water. The solution was acidified by dropwise addition of acetic acid, resulting in the precipitation of a white solid which was filtered, washed with water and dried in vacuo to give the desired end product (0.082 g, 28%); NMR d (CD3SOC... The reactants are COC=1C=C2C(=CC=NC2=CC1OC)CN1C(C=2C=CC=C(C2CC1)C(=O)O)=O (2-((6,7-dimethoxyquinolin-4-yl)methyl)-1-oxo-1,2,3,4-tetrahydroisoquinoline-5-carboxylic acid), C(C(=O)Cl)(=O)Cl (oxalyl chloride). The reagents and catalysts are CN(C=O)C (N,N-dimethylformamide). Run in ClCCl (dichloromethane). Reaction conditions: time 4.5 hour. The product is COC=1C=C2C(=CC=NC2=CC1OC)CN1C(C=2C=CC=C(C2CC1)C(=O)Cl)=O (2-((6,7-dimethoxyquinolin-4-yl)methyl)-1-oxo-1,2,3,4-tetrahydroisoquinoline-5-carbonyl chloride). The yield is 113.7%. Reaction SMILES: [CH3:1][O:2][C:3]1[CH:4]=[C:5]2[C:10](=[CH:11][C:12]=1[O:13][CH3:14])[N:9]=[CH:8][CH:7]=[C:6]2[CH2:15][N:16]1[CH2:25][CH2:24][C:23]2[C:22]([C:26](O)=[O:27])=[CH:21][CH:20]=[CH:19][C:18]=2[C:17]1=[O:29].C(Cl)(=O)C([Cl:33])=O>ClCCl.CN(C)C=O>[CH3:1][O:2][C:3]1[CH:4]=[C:5]2[C:10](=[CH:11][C:12]=1[O:13][CH3:14])[N:9]=[CH:8][CH:7]=[C:6]2[CH2:15][N:16]1[CH2:25][CH2:24][C:23]2[C:22]([C:26]([Cl:33])=[O:27])=[CH:21][CH:20]=[CH:19][C:18]=2[C:17]1=[O:29]. Procedure details: 2-((6,7-dimethoxyquinolin-4-yl)methyl)-1-oxo-1,2,3,4-tetrahydroisoquinoline-5-carboxylic acid (126 mg, 0.321 mmol) was suspended in dichloromethane (4 mL) then added N,N-dimethylformamide (3-4 drops) and oxalyl chloride (0.442 mL, 0.643 mmol). The reaction mixture was stirred at room temperature for 4.5 hours. The mixture was concentrated under vacuum then dried under high vacuum overnight to afford 2-((6,7-dimethoxyquinolin-4-yl)methyl)-1-oxo-1,2,3,4-tetrahydroisoquinoline-5-carbonyl chloride (... The reactants are C(C)(C)(C)C1=CC(=C(C=N1)C=1N([C@]([C@](N1)(C)C1=CC=C(C=C1)Cl)(C)C1=CC=C(C=C1)Cl)C(=O)Cl)OCC ((4S,5R)-2-(6-tert-butyl-4-ethoxy-pyridin-3-yl)-4,5-bis-(4-chloro-phenyl)-4,5-dimethyl-4,5-dihydro-imidazole-1-carbonyl chloride), CN(C1CCNCC1)C (4-dimethylamino-piperidine). Yields the product C(C)(C)(C)C1=CC(=C(C=N1)C=1N([C@]([C@](N1)(C)C1=CC=C(C=C1)Cl)(C)C1=CC=C(C=C1)Cl)C(=O)N1CCC(CC1)N(C)C)OCC ([(4S,5R)-2-(6-tert-Butyl-4-ethoxy-pyridin-3-yl)-4,5-bis-(4-chloro-phenyl)-4,5-dimethyl-4,5-dihydro-imidazol-1-yl]-(4-dimethylamino-piperidin-1-yl)-methanone). RXN SMILES: [C:1]([C:5]1[N:10]=[CH:9][C:8]([C:11]2[N:12]([C:32](Cl)=[O:33])[C@@:13]([C:25]3[CH:30]=[CH:29][C:28]([Cl:31])=[CH:27][CH:26]=3)([CH3:24])[C@@:14]([C:17]3[CH:22]=[CH:21][C:20]([Cl:23])=[CH:19][CH:18]=3)([CH3:16])[N:15]=2)=[C:7]([O:35][CH2:36][CH3:37])[CH:6]=1)([CH3:4])([CH3:3])[CH3:2].[CH3:38][N:39]([CH3:46])[CH:40]1[CH2:45][CH2:44][NH:43][CH2:42][CH2:41]1>>[C:1]([C:5]1[N:10]=[CH:9][C:8]([C:11]2[N:12]([C:32]([N:43]3[CH2:44][CH2:45][CH:40]([N:39]([CH3:46])[CH3:38])[CH2:41][CH2:42]3)=[O:33])[C@@:13]([C:25]3[CH:26]=[CH:27][C:28]([Cl:31])=[CH:29][CH:30]=3)([CH3:24])[C@@:14]([C:17]3[CH:18]=[CH:19][C:20]([Cl:23])=[CH:21][CH:22]=3)([CH3:16])[N:15]=2)=[C:7]([O:35][CH2:36][CH3:37])[CH:6]=1)([CH3:2])([CH3:3])[CH3:4]. Procedure details: In a manner analogous to the method described in examples 8, (4S,5R)-2-(6-tert-butyl-4-ethoxy-pyridin-3-yl)-4,5-bis-(4-chloro-phenyl)-4,5-dimethyl-4,5-dihydro-imidazole-1-carbonyl chloride (example 51) was coupled with 4-dimethylamino-piperidine (Oakwood) to give the title compound. HR-MS (ES, m/z) calculated for C36H46Cl2N5O2 [(M+H)+] 650.3023, observed 650.3027. Reactants: ClCC(=O)NC1=CC=CC=C1 (chloroacetanilide), OC=1C=C2C=CNC2=CC1 (5-hydroxyindole). Product: C1(=CC=CC=C1)NC(=O)CC=1C=C2C=CNC2=CC1 (5-Phenylcarbamoylmethylindole). As a reaction SMILES: Cl[CH2:2][C:3]([NH:5][C:6]1[CH:11]=[CH:10][CH:9]=[CH:8][CH:7]=1)=[O:4].O[C:13]1[CH:14]=[C:15]2[C:19](=[CH:20][CH:21]=1)[NH:18][CH:17]=[CH:16]2>>[C:6]1([NH:5][C:3]([CH2:2][C:13]2[CH:14]=[C:15]3[C:19](=[CH:20][CH:21]=2)[NH:18][CH:17]=[CH:16]3)=[O:4])[CH:11]=[CH:10][CH:9]=[CH:8][CH:7]=1. Reported procedure: The title compound was prepared by a method analogous to that described in Example 1 from chloroacetanilide and 5-hydroxyindole. MS CI (MH+)=267. Starting materials: resultant mixture, C(C1=CC=CC=C1)NC(=CC(=O)OCC1=CC=C(C=C1)[N+](=O)[O-])C(CSC1=CC=CC=C1)C (p-Nitrobenzyl 3-benzylamino-4-methyl-5-phenylthio-2-pentenoate), CN(C)C (trimethylamine), C(C)(=O)Cl (Acetyl chloride). Solvent: C1=CC=CC=C1 (Benzene). Yields the product C(C)(=O)C(C(=O)OCC1=CC=C(C=C1)[N+](=O)[O-])=C(C(CSC1=CC=CC=C1)C)NCC1=CC=CC=C1 (p-nitrobenzyl 2-acetyl-3-benzylamino-4-methyl-5-phenylthio-2-pentenoate). RXN SMILES: [CH2:1]([NH:8][C:9]([CH:24]([CH3:33])[CH2:25][S:26][C:27]1[CH:32]=[CH:31][CH:30]=[CH:29][CH:28]=1)=[CH:10][C:11]([O:13][CH2:14][C:15]1[CH:20]=[CH:19][C:18]([N+:21]([O-:23])=[O:22])=[CH:17][CH:16]=1)=[O:12])[C:2]1[CH:7]=[CH:6][CH:5]=[CH:4][CH:3]=1.CN(C)C.[C:38](Cl)(=[O:40])[CH3:39]>C1C=CC=CC=1>[C:38]([C:10](=[C:9]([NH:8][CH2:1][C:2]1[CH:7]=[CH:6][CH:5]=[CH:4][CH:3]=1)[CH:24]([CH3:33])[CH2:25][S:26][C:27]1[CH:28]=[CH:29][CH:30]=[CH:31][CH:32]=1)[C:11]([O:13][CH2:14][C:15]1[CH:16]=[CH:17][C:18]([N+:21]([O-:23])=[O:22])=[CH:19][CH:20]=1)=[O:12])(=[O:40])[CH3:39]. Procedure: p-Nitrobenzyl 3-benzylamino-4-methyl-5-phenylthio-2-pentenoate (1.58 g; 3.51 mmole) was dissolved in tolune (5 ml), and trimethylamine (1.06 g; 10.5 mmole) was added thereto at 50° to 60° C. Acetyl chloride (630 mg; 8.0 mmole) was further added thereto all at once, and the resultant mixture was stirred for 10 minutes. Benzene (50 ml) was added to the reaction mixture, which was washed successively with a saturated sodium bicarbonate solution, water, dilute hydrochloric acid and an aqueous sodium... Starting materials: FC(C(=O)N)(C(F)(F)F)F (2,2,3,3,3-pentafluoropropanamide), COC=1C=CC(=CC1)P2(=S)SP(=S)(S2)C=3C=CC(=CC3)OC (Lawesson's reagent), C1CCOC1 (THF), BrCC(C(=O)OCC)=O (ethyl 3-bromo-2-oxopropanoate). The solvent is O (water). Yields the product FC(C(F)(F)F)(C=1SC=C(N1)C(=O)OCC)F (Ethyl 2-(perfluoroethyl)thiazole-4-carboxylate). Yield: 44.9%. As a reaction SMILES: [F:1][C:2]([F:10])([C:6]([F:9])([F:8])[F:7])[C:3]([NH2:5])=O.COC1C=CC(P2(SP(C3C=CC(OC)=CC=3)(=S)S2)=[S:20])=CC=1.C1COCC1.Br[CH2:39][C:40](=O)[C:41]([O:43][CH2:44][CH3:45])=[O:42]>O>[F:1][C:2]([F:10])([C:3]1[S:20][CH:39]=[C:40]([C:41]([O:43][CH2:44][CH3:45])=[O:42])[N:5]=1)[C:6]([F:9])([F:8])[F:7]. Reported procedure: A mixture of 2,2,3,3,3-pentafluoropropanamide (2 g), Lawesson's reagent (2.98 g) and THF (30 ml) was heated under reflux overnight. Then ethyl 3-bromo-2-oxopropanoate (2.99 g) was added, and the mixture was heated at the same temperature overnight. The mixture was poured into water, and extracted with EtOAc. The extract was washed with brine, dried over MgSO4, concentrated in vacuo, and purified by silica gel column chromatography (hexane/EtOAc) to give the title compound (0.91 g) as a yellow so...